Dataset: the Open Reaction Database (ORD), a public repository of structured organic reaction records. Task: describe an organic reaction: reactants, conditions, products, and yield Starting materials: Cl (HCl), NC(C(=O)O)CC1=CC=CC=C1 (2-Amino-3-phenylpropionic acid), NC(C(=O)O)CC1=CC=CC=C1 (2-Amino-3-phenylpropionic acid), propargyl ester, O (Water), C(C#C)OC1=CC=C(C[C@H](N)C(=O)O)C=C1 (p-propargyloxyphenylalanine). The solvent is [OH-].[Na+] (NaOH), CO (MeOH). Run at time 1.5 hour. Yields the product C(C#C)OC(C(CC1=CC=C(C=C1)OCC#C)N)=O (2-Amino-3-[4-(prop-2-ynyloxy)phenyl]-propionic acid propargyl ester). As a reaction SMILES: Cl.O.N[CH:4]([CH2:8]C1C=CC=CC=1)[C:5](O)=O.[CH2:15]([O:18][C:19]1[CH:30]=[CH:29][C:22]([CH2:23][C@@H:24]([C:26]([OH:28])=[O:27])[NH2:25])=[CH:21][CH:20]=1)[C:16]#[CH:17]>[OH-].[Na+].CO>[CH2:8]([O:27][C:26](=[O:28])[CH:24]([NH2:25])[CH2:23][C:22]1[CH:29]=[CH:30][C:19]([O:18][CH2:15][C:16]#[CH:17])=[CH:20][CH:21]=1)[C:4]#[CH:5] |f:4.5|. Procedure: The propargyl ester (1.6 g, 5.5 mmol) from the previous step was dissolved in a mixture of aqueous 2 N NaOH (14 mL) and MeOH (10 mL). After stirring for 1.5 h at room temperature, the pH was adjusted to 7 by adding conc. HCl. Water (20 mL) was added and the mixture was kept at 4° C. overnight. The precipitate was filtered, washed with ice-cold H2O, and dried under vacuum yielding, 1.23 g (90%) of 1 in FIG. 11 (2-Amino-3-phenylpropionic acid (1) (also known as p-propargyloxyphenylalanine) as a wh... The reactants are C1CCOC1, Nc1ccccc1F, O=C1CCC(c2ccc(C(=O)Cl)cc2)=NN1, c1ccncc1. Yields the product O=C1CCC(c2ccc(C(=O)Nc3ccccc3F)cc2)=NN1. RXN SMILES: [CH2:31]1[O:32][CH2:33][CH2:34][CH2:35]1.[NH2:17][c:18]1[cH:19][cH:20][cH:21][cH:22][c:23]1[F:24].[O:1]=[C:2]1[CH2:3][CH2:4][C:5]([c:8]2[cH:9][cH:10][c:11]([C:12](=[O:13])[Cl:14])[cH:15][cH:16]2)=[N:6][NH:7]1.[cH:25]1[cH:26][cH:27][n:28][cH:29][cH:30]1>>[O:1]=[C:2]1[CH2:3][CH2:4][C:5]([c:8]2[cH:9][cH:10][c:11]([C:12](=[O:13])[NH:17][c:18]3[cH:19][cH:20][cH:21][cH:22][c:23]3[F:24])[cH:15][cH:16]2)=[N:6][NH:7]1. The reactants are Cuprous cyanide, BrC=1C(=CC2=C(C(=NC(O2)(C)C)C2=NC=CC=C2)C1)C (6-bromo-2,2,7-trimethyl-4-(2-pyridyl)-2H-1,3-benzoxazine), [C-]#N.[Na+] (sodium cyanide). Solvent: CN(C=O)C (dimethylformamide), O (water). Reaction conditions: time 15 minute. The product is C(#N)C=1C(=CC2=C(C(=NC(O2)(C)C)C2=NC=CC=C2)C1)C (6-cyano-2,2,7-trimethyl-4-(2-pyridyl)-2H-1,3-benzoxazine). Yield: 20.9%. As a reaction SMILES: Br[C:2]1[C:3]([CH3:20])=[CH:4][C:5]2[O:10][C:9]([CH3:12])([CH3:11])[N:8]=[C:7]([C:13]3[CH:18]=[CH:17][CH:16]=[CH:15][N:14]=3)[C:6]=2[CH:19]=1.[C-:21]#[N:22].[Na+]>CN(C)C=O.O>[C:21]([C:2]1[C:3]([CH3:20])=[CH:4][C:5]2[O:10][C:9]([CH3:12])([CH3:11])[N:8]=[C:7]([C:13]3[CH:18]=[CH:17][CH:16]=[CH:15][N:14]=3)[C:6]=2[CH:19]=1)#[N:22] |f:1.2|. Reported procedure: Cuprous cyanide (1.1 g) was added to a solution of Compound 46 (2.0 g) in dimethylformamide (5 ml) and the mixture was heated under reflux for 23 hours. The reaction mixture was air-cooled. The mixture was then added to a solution of sodium cyanide (2.2 g) in water (6.5 ml), and the mixture was stirred for 15 minutes. The mixture was extracted with ethyl acetate, successively washed with aqueous 5% sodium cyanide solution and saturated saline solution and dried over anhydrous magnesium sulfate. ...